This data is from the Open Reaction Database (ORD), a public repository of structured organic reaction records. The task is: describe an organic reaction: reactants, conditions, products, and yield Starting materials: C(C=C)ON(S(=O)(=O)C1=C(C=CC=C1)[N+](=O)[O-])[C@@H]1C(=C[C@H](N(C1)C(=O)OC(C)(C)C)C(N)=O)C ((2S,5R)-tert-butyl 5-(N-(allyloxy)-2-nitrophenylsulfonamido)-2-carbamoyl-4-methyl-5,6-dihydropyridine-1(2H)-carboxylate), C(C1=CC=CC=C1)ON(S(=O)(=O)C1=C(C=CC=C1)[N+](=O)[O-])[C@@H]1C(=C[C@H](N(C1)C(=O)OC(C)(C)C)C(=O)O)CC[N+](=O)[O-] ((2S,5R)-5-(N-(benzyloxy)-2-nitrophenylsulfonamido)-1-(tert-butoxycarbonyl)-4-(2-nitroethyl)-1,2,5,6-tetrahydropyridine-2-carboxylic acid), C(C1=CC=CC=C1)ON(S(=O)(=O)C1=C(C=CC=C1)[N+](=O)[O-])[C@@H]1C(=C[C@H](N(C1)C(=O)OC(C)(C)C)C(=O)O)CC[N+](=O)[O-] ((2S,5R)-5-(N-(benzyloxy)-2-nitrophenylsulfonamido)-1-(tert-butoxycarbonyl)-4-(2-nitroethyl)-1,2,5,6-tetrahydropyridine-2-carboxylic acid). The product is C(C1=CC=CC=C1)ON(S(=O)(=O)C1=C(C=CC=C1)[N+](=O)[O-])[C@@H]1C(=C[C@H](N(C1)C(=O)OC(C)(C)C)C(N)=O)CC[N+](=O)[O-] ((2S,5R)-tert-butyl 5-(N-(benzyloxy)-2-nitrophenylsulfonamido)-2-carbamoyl-4-(2-nitroethyl)-5,6-dihydropyridine-1(2H)-carboxylate), foam. Isolated yield 50.0%. As a reaction SMILES: [CH2:1]([O:8][N:9]([C@H:22]1[CH2:27][N:26]([C:28]([O:30][C:31]([CH3:34])([CH3:33])[CH3:32])=[O:29])[C@H:25]([C:35]([OH:37])=O)[CH:24]=[C:23]1[CH2:38][CH2:39][N+:40]([O-:42])=[O:41])[S:10]([C:13]1[CH:18]=[CH:17][CH:16]=[CH:15][C:14]=1[N+:19]([O-:21])=[O:20])(=[O:12])=[O:11])[C:2]1[CH:7]=[CH:6][CH:5]=[CH:4][CH:3]=1.C(O[N:47]([C@H]1CN(C(OC(C)(C)C)=O)[C@H](C(=O)N)C=C1C)S(C1C=CC=CC=1[N+]([O-])=O)(=O)=O)C=C>>[CH2:1]([O:8][N:9]([C@H:22]1[CH2:27][N:26]([C:28]([O:30][C:31]([CH3:32])([CH3:34])[CH3:33])=[O:29])[C@H:25]([C:35](=[O:37])[NH2:47])[CH:24]=[C:23]1[CH2:38][CH2:39][N+:40]([O-:42])=[O:41])[S:10]([C:13]1[CH:18]=[CH:17][CH:16]=[CH:15][C:14]=1[N+:19]([O-:21])=[O:20])(=[O:12])=[O:11])[C:2]1[CH:7]=[CH:6][CH:5]=[CH:4][CH:3]=1. Procedure: The title compound was prepared from (2S,5R)-5-(N-(benzyloxy)-2-nitrophenylsulfonamido)-1-(tert-butoxycarbonyl)-4-(2-nitroethyl)-1,2,5,6-tetrahydropyridine-2-carboxylic acid (Intermediate 222, 4.0 g, 6.59 mmol) according to the procedure described for Intermediate 20. The desired product was obtained as an off-white foam (2 g, 50%).